From a dataset of the Open Reaction Database (ORD), a public repository of structured organic reaction records. describe an organic reaction: reactants, conditions, products, and yield The reactants are FC1=CC2=C(C(=NO2)C2CCN(CC2)CCCOC2=C(C=C(C=C2)C(C)=O)OC)C=C1 (1-[4-[3-[4-(6-fluoro-1,2-benzisoxazol-3-yl)-piperidinyl]propoxy]-3-methoxyphenyl]ethanone), Cl.NO (hydroxylamine hydrochloride), C(C)(=O)[O-].[NH4+] (ammonium acetate), C(C)O.O (ethanol H2O). Solvent: O (water). Product: hydrochloride salt, FC1=CC2=C(C(=NO2)C2CCN(CC2)CCCOC2=C(C=C(C=C2)C(C)=NO)OC)C=C1 (1-[4-[3-[4-(6-Fluoro-1,2-benzisoxazol-3-yl)-1-piperidinyl]propoxy]-3-methoxy-phenyl]ethanone Oxime). Reaction SMILES: [F:1][C:2]1[CH:31]=[CH:30][C:5]2[C:6]([CH:9]3[CH2:14][CH2:13][N:12]([CH2:15][CH2:16][CH2:17][O:18][C:19]4[CH:24]=[CH:23][C:22]([C:25](=O)[CH3:26])=[CH:21][C:20]=4[O:28][CH3:29])[CH2:11][CH2:10]3)=[N:7][O:8][C:4]=2[CH:3]=1.Cl.[NH2:33][OH:34].C([O-])(=O)C.[NH4+].C(O)C.O>O>[F:1][C:2]1[CH:31]=[CH:30][C:5]2[C:6]([CH:9]3[CH2:10][CH2:11][N:12]([CH2:15][CH2:16][CH2:17][O:18][C:19]4[CH:24]=[CH:23][C:22]([C:25](=[N:33][OH:34])[CH3:26])=[CH:21][C:20]=4[O:28][CH3:29])[CH2:13][CH2:14]3)=[N:7][O:8][C:4]=2[CH:3]=1 |f:1.2,3.4,5.6|. Procedure: A mixture of 1-[4-[3-[4-(6-fluoro-1,2-benzisoxazol-3-yl)-piperidinyl]propoxy]-3-methoxyphenyl]ethanone (4.3 g, 10 mmol), prepared as in Example 3 above, hydroxylamine hydrochloride (1.3 g, 18 mmol), ammonium acetate (1.7 g, 22 mmol) and ethanol-H2O was stirred and refluxed for 16 hours. The reaction was poured into water, and the mixture was cooled in an ice bath for 2 hours. The resultant, white solid was collected washed with water, and dried to yield 4,6 g or hydrochloride salt of the oxime, ... Starting materials: Brc1cccnc1, Oc1ccccc1OC(F)(F)F, OC(c1cccnc1)C1CNCCO1. Yields the product FC(F)(F)Oc1ccccc1OC(c1cccnc1)C1CNCCO1. As a reaction SMILES: [Br:15][c:16]1[cH:17][n:18][cH:19][cH:20][cH:21]1.[F:22][C:23]([O:24][c:25]1[c:26]([OH:31])[cH:27][cH:28][cH:29][cH:30]1)([F:32])[F:33].[O:1]1[CH:2]([CH:7]([OH:8])[c:9]2[cH:10][n:11][cH:12][cH:13][cH:14]2)[CH2:3][NH:4][CH2:5][CH2:6]1>>[O:1]1[CH:2]([CH:7]([O:8][c:26]2[c:25]([O:24][C:23]([F:22])([F:32])[F:33])[cH:30][cH:29][cH:28][cH:27]2)[c:9]2[cH:10][n:11][cH:12][cH:13][cH:14]2)[CH2:3][NH:4][CH2:5][CH2:6]1. Reactants: N1=CC(=CC(=C1)C(=O)OCC)C(=O)OCC (diethyl 3,5-pyridinedicarboxylate), [OH-].[K+] (KOH), ( 2 ). The solvent is C(C)O (ethanol). Reaction conditions: time 8 hour. Yields the product COC(=O)C=1C=NC=C(C1)C(=O)O (pyridine-3,5-dicarboxylic acid monomethyl ester). RXN SMILES: [N:1]1[CH:6]=[C:5]([C:7]([O:9]CC)=[O:8])[CH:4]=[C:3]([C:12]([O:14][CH2:15]C)=[O:13])[CH:2]=1.[OH-].[K+]>C(O)C>[CH3:15][O:14][C:12]([C:3]1[CH:2]=[N:1][CH:6]=[C:5]([C:7]([OH:9])=[O:8])[CH:4]=1)=[O:13] |f:1.2|. Procedure: To a solution of diethyl 3,5-pyridinedicarboxylate [prepared according to the procedure of J. C. Speelman and R. M. Kellogg, J. Org. Chem., 1990, 55 (2), pages 647-653; 64.19 g, 0.248 mol] in ethanol (650 mL) were added KOH pellets (14.56 g, 0.260 mol). The reaction mixture was stirred overnight at ambient temperature. Evaporation of solvent afforded a white solid that was rinsed with dichloromethane, and then dissolved in water. The aqueous solution was extracted with ether, and then acidified ... Reactants: [O-]C#N.[K+] (Potassium cyanate), Cl.Cl.N(N)C=1C=CC(=NC1)OC (5-hydrazino-2-methoxypyridine dihydrochloride). Run in O (water). Reaction conditions: time 2 hour. The product is COC1=CC=C(C=N1)NNC(=O)N (2-(6-methoxypyridin-3-yl)hydrazinecarboxamide). The yield is 148.0%. Reaction SMILES: [O-:1][C:2]#[N:3].[K+].Cl.Cl.[NH:7]([C:9]1[CH:10]=[CH:11][C:12]([O:15][CH3:16])=[N:13][CH:14]=1)[NH2:8]>O>[CH3:16][O:15][C:12]1[N:13]=[CH:14][C:9]([NH:7][NH:8][C:2]([NH2:3])=[O:1])=[CH:10][CH:11]=1 |f:0.1,2.3.4|. Procedure: Potassium cyanate (8.41 g, 104 mmol) was added to a solution of 5-hydrazino-2-methoxypyridine dihydrochloride (20 g, 94.3 mmol) in water (200 mL). The mixture was stirred for 2 hour and adjusted pH to 7. The solvent was removed under reduced pressure and obtained crude powder to give 2-(6-methoxypyridin-3-yl)hydrazinecarboxamide. (25.4 g, 148% yield). The reactants are CC(C)N(Cc1ccccc1)c1cnc(CN(CCO)Cc2ccccc2)c(Cl)n1, CC(C)(C)[O-], [K+], CN(C)C=O, O. RXN SMILES: [CH2:1]([c:2]1[cH:3][cH:4][cH:5][cH:6][cH:7]1)[N:8]([CH2:9][CH2:10][OH:11])[CH2:12][c:13]1[n:14][cH:15][c:16]([N:20]([CH:21]([CH3:22])[CH3:23])[CH2:24][c:25]2[cH:26][cH:27][cH:28][cH:29][cH:30]2)[n:17][c:18]1[Cl:19].[CH3:31][C:32]([CH3:33])([O-:34])[CH3:35].[K+:36].[O:38]=[CH:39][N:40]([CH3:41])[CH3:42].[OH2:37]>>[CH2:1]([c:2]1[cH:3][cH:4][cH:5][cH:6][cH:7]1)[N:8]1[CH2:9][CH2:10][O:11][c:18]2[c:13]([n:14][cH:15][c:16]([N:20]([CH:21]([CH3:22])[CH3:23])[CH2:24][c:25]3[cH:26][cH:27][cH:28][cH:29][cH:30]3)[n:17]2)[CH2:12]1. Product: CC(C)N(Cc1ccccc1)c1cnc2c(n1)OCCN(Cc1ccccc1)C2. Starting materials: O=C(OCc1ccccc1)N1CCCC1c1ccc(Br)cc1, C=O, O=C[O-], [Na+], CN(C)C=O. Yields the product O=Cc1ccc(C2CCCN2C(=O)OCc2ccccc2)cc1. Reaction SMILES: [Br:7][c:8]1[cH:9][cH:10][c:11]([CH:14]2[N:15]([C:19](=[O:20])[O:21][CH2:22][c:23]3[cH:24][cH:25][cH:26][cH:27][cH:28]3)[CH2:16][CH2:17][CH2:18]2)[cH:12][cH:13]1.[C:5]=[O:6].[CH:1](=[O:2])[O-:3].[Na+:4].[O:29]=[CH:30][N:31]([CH3:32])[CH3:33]>>[CH:1](=[O:2])[c:8]1[cH:9][cH:10][c:11]([CH:14]2[N:15]([C:19](=[O:20])[O:21][CH2:22][c:23]3[cH:24][cH:25][cH:26][cH:27][cH:28]3)[CH2:16][CH2:17][CH2:18]2)[cH:12][cH:13]1.